From a dataset of the Open Reaction Database (ORD), a public repository of structured organic reaction records. describe an organic reaction: reactants, conditions, products, and yield Reactants: BrCCOC1CCCCO1, CN(C(=O)OC(C)(C)C)C1CCC(C=C(Br)Br)CC1, C1CCOC1, [Li]CCCC, CN1CCCN(C)C1=O, [Cl-], [NH4+]. Product: CN(C(=O)OC(C)(C)C)C1CCC(C#CCCOC2CCCCO2)CC1. Reaction SMILES: [Br:34][CH2:35][CH2:36][O:37][CH:38]1[O:39][CH2:40][CH2:41][CH2:42][CH2:43]1.[C:1]([CH3:2])([CH3:3])([CH3:4])[O:5][C:6]([N:7]([CH3:8])[CH:9]1[CH2:10][CH2:11][CH:12]([CH:15]=[C:16]([Br:17])[Br:18])[CH2:13][CH2:14]1)=[O:19].[CH2:46]1[O:47][CH2:48][CH2:49][CH2:50]1.[CH3:20][CH2:21][CH2:22][CH2:23][Li:24].[CH3:25][N:26]1[CH2:27][CH2:28][CH2:29][N:30]([CH3:31])[C:32]1=[O:33].[Cl-:44].[NH4+:45]>>[C:1]([CH3:2])([CH3:3])([CH3:4])[O:5][C:6]([N:7]([CH3:8])[CH:9]1[CH2:10][CH2:11][CH:12]([C:15]#[C:16][CH2:35][CH2:36][O:37][CH:38]2[O:39][CH2:40][CH2:41][CH2:42][CH2:43]2)[CH2:13][CH2:14]1)=[O:19].